The task is: describe an organic reaction: reactants, conditions, products, and yield. This data is from the Open Reaction Database (ORD), a public repository of structured organic reaction records. Starting materials: CCOC(=O)C1(NC(=O)OC(C)(C)C)CC1, CCOC(C)=O, Cl. The product is CCOC(=O)C1([NH3+])CC1, [Cl-]. Reaction SMILES: [CH2:2]([CH3:3])[O:4][C:5](=[O:6])[C:7]1([NH:10][C:11]([O:12][C:13]([CH3:14])([CH3:15])[CH3:16])=[O:17])[CH2:8][CH2:9]1.[CH3:18][CH2:19][O:20][C:21](=[O:22])[CH3:23].[ClH:1]>>[CH2:2]([CH3:3])[O:4][C:5](=[O:6])[C:7]1([NH3+:10])[CH2:8][CH2:9]1.[Cl-:1]. The reactants are C1CNCCN1, CC#N, Nc1c(F)c(F)c(Cl)c2c1c(=O)c(C(=O)O)cn2C1CC1. The product is Nc1c(F)c(N2CCNCC2)c(Cl)c2c1c(=O)c(C(=O)O)cn2C1CC1. RXN SMILES: [CH2:22]1[CH2:23][NH:24][CH2:25][CH2:26][NH:27]1.[CH3:28][C:29]#[N:30].[NH2:1][c:2]1[c:3]2[c:4](=[O:21])[c:5]([C:18](=[O:19])[OH:20])[cH:6][n:7]([CH:15]3[CH2:16][CH2:17]3)[c:8]2[c:9]([Cl:14])[c:10]([F:13])[c:11]1[F:12]>>[NH2:1][c:2]1[c:3]2[c:4](=[O:21])[c:5]([C:18](=[O:19])[OH:20])[cH:6][n:7]([CH:15]3[CH2:16][CH2:17]3)[c:8]2[c:9]([Cl:14])[c:10]([N:24]2[CH2:23][CH2:22][NH:27][CH2:26][CH2:25]2)[c:11]1[F:12]. Product: O=Cc1ncc(Cl)nc1Cl. Starting materials: [Li]CCCC, C1CCOC1, CC1(C)CCCC(C)(C)N1, CCOC=O, Clc1cncc(Cl)n1. As a reaction SMILES: [CH2:1]([Li:2])[CH2:3][CH2:4][CH3:5].[CH2:29]1[O:30][CH2:31][CH2:32][CH2:33]1.[CH3:6][C:7]1([CH3:8])[CH2:9][CH2:10][CH2:11][C:12]([CH3:13])([CH3:14])[NH:15]1.[CH:24](=[O:25])[O:26][CH2:27][CH3:28].[Cl:16][c:17]1[n:18][c:19]([Cl:23])[cH:20][n:21][cH:22]1>>[Cl:16][c:17]1[n:18][c:19]([Cl:23])[cH:20][n:21][c:22]1[CH:24]=[O:25]. Reactants: [Al+3], [H-], [H-], [H-], [H-], [Li+], [Na+], N#Cc1ccc(C2OCCO2)cc1, C1CCOC1, [OH-], O. Product: NCc1ccc(C2OCCO2)cc1. RXN SMILES: [Al+3:15].[H-:14].[H-:17].[H-:18].[H-:19].[Li+:16].[Na+:22].[O:1]1[CH:2]([c:6]2[cH:7][cH:8][c:9]([C:10]#[N:11])[cH:12][cH:13]2)[O:3][CH2:4][CH2:5]1.[O:23]1[CH2:24][CH2:25][CH2:26][CH2:27]1.[OH-:21].[OH2:20]>>[O:1]1[CH:2]([c:6]2[cH:7][cH:8][c:9]([CH2:10][NH2:11])[cH:12][cH:13]2)[O:3][CH2:4][CH2:5]1. Starting materials: O=C1C(CC2=CC(=C(C(=C12)Cl)Cl)OCC(=O)OCC)(C)C1=CC=CC=C1 (Ethyl (1-oxo-2-phenyl-2-methyl-6,7-dichloro-5-indanyloxy)acetate), [Pb]=O (lead oxide), FC(C(=O)OC(C(F)(F)F)=O)(F)F (trifluoroaceticanhydride), lead tetrakistrifluoroacetate, ice water. The solvent is FC(C(=O)O)(F)F (trifluoroacetic acid), FC(C(=O)O)(F)F (trifluoroacetic acid). Run at temperature 25 celsius, time 6 hour. Product: O=C1C(CC2=CC(=C(C(=C12)Cl)Cl)OCC(=O)O)(C)C1=CC(=CC=C1)O ([1-oxo-2-(3-hydroxyphenyl)-2-methyl-6,7-dichloro-5-indanyloxy]acetic acid), 4-hydroxyphenyl. Isolated yield 20.0%. RXN SMILES: [O:1]=[C:2]1[C:10]2[C:5](=[CH:6][C:7]([O:13][CH2:14][C:15]([O:17]CC)=[O:16])=[C:8]([Cl:12])[C:9]=2[Cl:11])[CH2:4][C:3]1([C:21]1[CH:26]=[CH:25][CH:24]=[CH:23][CH:22]=1)[CH3:20].[Pb]=O.FC(F)(F)C(OC(=O)C(F)(F)F)=[O:32]>FC(F)(F)C(O)=O>[O:1]=[C:2]1[C:10]2[C:5](=[CH:6][C:7]([O:13][CH2:14][C:15]([OH:17])=[O:16])=[C:8]([Cl:12])[C:9]=2[Cl:11])[CH2:4][C:3]1([C:21]1[CH:22]=[CH:23][CH:24]=[C:25]([OH:32])[CH:26]=1)[CH3:20]. Procedure: Ethyl (1-oxo-2-phenyl-2-methyl-6,7-dichloro-5-indanyloxy)acetate (18.95 g., 0.05 mole) dissolved in trifluoroacetic acid (100 ml.) is added portionwise at less than 10° C. to a stirred mixture of lead tetrakistrifluoroacetate (.055 mole) prepared by stirring lead oxide (37.5 g.), trifluoroacetic acid (85 ml.) and trifluoroaceticanhydride (75 g.) at 25° C. for 96 hrs. After stirring the reaction mixture at 25° C. for 6 hours it is poured into crushed ice-water (1 l.) to precipitate 19.7 g. of a m...